From a dataset of the Open Reaction Database (ORD), a public repository of structured organic reaction records. describe an organic reaction: reactants, conditions, products, and yield Starting materials: CN(C)c1ccncc1, COc1cc2nccc(Cl)c2cc1OC, Clc1ccccc1Cl, COc1ccc(C(=O)c2ccc(C)cc2)c(O)c1. The product is COc1ccc(C(=O)c2ccc(C)cc2)c(Oc2ccnc3cc(OC)c(OC)cc23)c1. Reaction SMILES: [CH3:34][N:35]([CH3:36])[c:37]1[cH:38][cH:39][n:40][cH:41][cH:42]1.[Cl:1][c:2]1[cH:3][cH:4][n:5][c:6]2[cH:7][c:8]([O:14][CH3:15])[c:9]([O:12][CH3:13])[cH:10][c:11]12.[Cl:43][c:44]1[cH:45][cH:46][cH:47][cH:48][c:49]1[Cl:50].[OH:16][c:17]1[c:18]([C:19](=[O:20])[c:21]2[cH:22][cH:23][c:24]([CH3:27])[cH:25][cH:26]2)[cH:28][cH:29][c:30]([O:32][CH3:33])[cH:31]1>>[c:2]1([O:16][c:17]2[c:18]([C:19](=[O:20])[c:21]3[cH:22][cH:23][c:24]([CH3:27])[cH:25][cH:26]3)[cH:28][cH:29][c:30]([O:32][CH3:33])[cH:31]2)[cH:3][cH:4][n:5][c:6]2[cH:7][c:8]([O:14][CH3:15])[c:9]([O:12][CH3:13])[cH:10][c:11]12. Reactants: N1CCC(CC1)NC(OC(C)(C)C)=O (tert-butyl piperidin-4-ylcarbamate), FC(C=1C=C(C=O)C=CC1)(F)F (3-(trifluoromethyl)benzaldehyde), C(C)(=O)O[BH-](OC(C)=O)OC(C)=O.[Na+] (sodium triacetoxyborohydride). Product: FC(C=1C=C(CN2CCC(CC2)NC(OC(C)(C)C)=O)C=CC1)(F)F (tert-butyl 1-(3-(trifluoromethyl)benzyl)piperidin-4-ylcarbamate). Procedure details: To a solution of tert-butyl piperidin-4-ylcarbamate (0.15 g, 0.75 mmol) and 3-(trifluoromethyl)benzaldehyde (0.12 mL, 0.156 mmol) in dichloroethane (5 mL) was added sodium triacetoxyborohydride (0.24 g, 1.12 mmol) and a few drops of acetic acid, and the reaction mixture was stirred at ambient temperature overnight. The reaction mixture was diluted with dichloroethane and washed with saturated aqueous NaHCO3 solution. The organic layer was separated, dried over MgSO4, and chromatographed on silic... The reagents and catalysts are C(C)(=O)O (acetic acid). Reaction conditions: time 8 hour. Run in ClC(C)Cl (dichloroethane), ClC(C)Cl (dichloroethane). As a reaction SMILES: [NH:1]1[CH2:6][CH2:5][CH:4]([NH:7][C:8](=[O:14])[O:9][C:10]([CH3:13])([CH3:12])[CH3:11])[CH2:3][CH2:2]1.[F:15][C:16]([F:26])([F:25])[C:17]1[CH:18]=[C:19]([CH:22]=[CH:23][CH:24]=1)[CH:20]=O.C(O[BH-](OC(=O)C)OC(=O)C)(=O)C.[Na+]>ClC(Cl)C.C(O)(=O)C>[F:15][C:16]([F:25])([F:26])[C:17]1[CH:18]=[C:19]([CH:22]=[CH:23][CH:24]=1)[CH2:20][N:1]1[CH2:2][CH2:3][CH:4]([NH:7][C:8](=[O:14])[O:9][C:10]([CH3:11])([CH3:13])[CH3:12])[CH2:5][CH2:6]1 |f:2.3|. Starting materials: ClC=1C2=C(N=CN1)NC=C2C=NO (4-chloro-7H-pyrrolo[2,3-d]pyrimidine-5-carbaldehyde oxime), S(=O)(Cl)Cl (thionyl chloride). Run in C(Cl)Cl (DCM). Run at time 8 hour. The product is final product, ClC=1C2=C(N=CN1)NC=C2C#N (4-chloro-7H-pyrrolo[2,3-d]pyrimidine-5-carbonitrile). Reaction SMILES: [Cl:1][C:2]1[C:3]2[C:10]([CH:11]=[N:12]O)=[CH:9][NH:8][C:4]=2[N:5]=[CH:6][N:7]=1.S(Cl)(Cl)=O>C(Cl)Cl>[Cl:1][C:2]1[C:3]2[C:10]([C:11]#[N:12])=[CH:9][NH:8][C:4]=2[N:5]=[CH:6][N:7]=1. Procedure details: To a suspension of 4-chloro-7H-pyrrolo[2,3-d]pyrimidine-5-carbaldehyde oxime (E-4) (865 mg, 4.40 mmol, 1.0 eq) in DCM (20 mL), thionyl chloride (3.1 mL, 43.7 mmol, 10.0 eq) is added and the resulting mixture is stirred at RT overnight. The reaction mixture is concentrated in vacuo. The residue is suspended in water (60 mL) and saturated aqueous NaHCO3 is added to adjust the pH to 4. The solid is collected by filtration, rinsed with water followed by ethyl acetate to afford a first portion of pro... The reactants are C(C)C(CC1N=C(CCCC1)OC)CC (2-(2-ethylbutyl)-3,4,5,6-tetrahydro-7-methoxy-2H-azepine), [Cl-].[NH4+] (ammonium chloride). Run in CO (MeOH). The product is Cl.C(C)C(CC1CCCCC(N1)=N)CC (7-(2-ethylbutyl)hexahydro-1H-azepin-2-imine, monohydrochloride). Isolated yield 57.8%. As a reaction SMILES: [CH2:1]([CH:3]([CH2:14][CH3:15])[CH2:4][CH:5]1[CH2:11][CH2:10][CH2:9][CH2:8][C:7](OC)=[N:6]1)[CH3:2].[Cl-:16].[NH4+:17]>CO>[ClH:16].[CH2:1]([CH:3]([CH2:14][CH3:15])[CH2:4][CH:5]1[NH:6][C:7](=[NH:17])[CH2:8][CH2:9][CH2:10][CH2:11]1)[CH3:2] |f:1.2,4.5|. Reported procedure: The product of EXAMPLE 196 (470 mg, 2.2 mmol) in 18 mL of MeOH was reacted with ammonium chloride (98 mg, 1.8 mmol) by the method of EXAMPLE 27 to yield 242 mg of the title material. Reactants: C(CCC)[Li] (butyllithium), C[Si](Cl)(C)C (trimethylchlorosilane), BrC1=CC=C(C=C1)Br (p-dibromobenzene). Solvent: CCCCCC (hexane), CCOCC (ether), CCOCC (ether). Reaction conditions: time 1 hour. The product is BrC1=CC=C(C=C1)[Si](C)(C)C (p-bromotrimethylsilylbenzene). Reaction SMILES: [Br:1][C:2]1[CH:7]=[CH:6][C:5](Br)=[CH:4][CH:3]=1.C([Li])CCC.[CH3:14][Si:15]([CH3:18])([CH3:17])Cl>CCOCC.CCCCCC>[Br:1][C:2]1[CH:7]=[CH:6][C:5]([Si:15]([CH3:18])([CH3:17])[CH3:14])=[CH:4][CH:3]=1. Procedure details: Under argon, 94.4 g of p-dibromobenzene is cooled to -20° C. in 400 ml of absolute ether. To the solution is added dropwise 255 ml of 15% butyllithium in hexane so that the temperature does not rise above -10° C. Then the mixture is agitated for one hour at room temperature. After a negative Gilman test (H. Gilman, J. Swiss, J. Amer. Chem. Soc. 62: 1847 [1940]), the mixture is again cooled to -20° C. and 46 ml of trimethylchlorosilane in 200 ml of absolute ether is added dropwise thereto so that...